This data is from the Open Reaction Database (ORD), a public repository of structured organic reaction records. The task is: describe an organic reaction: reactants, conditions, products, and yield The reactants are O=C([O-])[O-], O=C(OCc1ccccc1)c1cccc(CN2CCC(N3C(=O)Nc4ccccc4C3c3ccccc3)CC2)c1, CO, [K+], [K+], O. Product: COC(=O)c1cccc(CN2CCC(N3C(=O)Nc4ccccc4C3c3ccccc3)CC2)c1. Reaction SMILES: [C:41](=[O:42])([O-:43])[O-:44].[CH2:1]([c:2]1[cH:3][cH:4][cH:5][cH:6][cH:7]1)[O:8][C:9](=[O:10])[c:11]1[cH:12][c:13]([CH2:14][N:15]2[CH2:16][CH2:17][CH:18]([N:21]3[C:22](=[O:37])[NH:23][c:24]4[cH:25][cH:26][cH:27][cH:28][c:29]4[CH:30]3[c:31]3[cH:32][cH:33][cH:34][cH:35][cH:36]3)[CH2:19][CH2:20]2)[cH:38][cH:39][cH:40]1.[CH3:48][OH:49].[K+:45].[K+:46].[OH2:47]>>[CH3:1][O:8][C:9](=[O:10])[c:11]1[cH:12][c:13]([CH2:14][N:15]2[CH2:16][CH2:17][CH:18]([N:21]3[C:22](=[O:37])[NH:23][c:24]4[cH:25][cH:26][cH:27][cH:28][c:29]4[CH:30]3[c:31]3[cH:32][cH:33][cH:34][cH:35][cH:36]3)[CH2:19][CH2:20]2)[cH:38][cH:39][cH:40]1. Reactants: CCN(C(C)C)C(C)C, CCOC(C)=O, COC1OC(C(=O)O)C2OC(C)(C)OC12, O=C(Cl)C(=O)Cl, ClCCl, CCC(N)=NO. Yields the product CCC(N)=NOC(=O)C1OC(OC)C2OC(C)(C)OC12. As a reaction SMILES: [CH2:28]([N:29]([CH:30]([CH3:31])[CH3:32])[CH:33]([CH3:34])[CH3:35])[CH3:36].[CH3:40][CH2:41][O:42][C:43](=[O:44])[CH3:45].[CH3:7][O:8][CH:9]1[O:10][CH:11]([C:19](=[O:20])[OH:21])[CH:12]2[CH:13]1[O:14][C:15]([CH3:17])([CH3:18])[O:16]2.[Cl:1][C:2]([C:3]([Cl:4])=[O:5])=[O:6].[Cl:37][CH2:38][Cl:39].[OH:22][N:23]=[C:24]([CH2:25][CH3:26])[NH2:27]>>[CH3:7][O:8][CH:9]1[O:10][CH:11]([C:19](=[O:20])[O:21][N:23]=[C:24]([CH2:25][CH3:26])[NH2:27])[CH:12]2[CH:13]1[O:14][C:15]([CH3:17])([CH3:18])[O:16]2. Reported procedure: A solution in THF of 4(R)-t-butyldiphenylsilyoxyacetylthio-3(S)-[1(R)-p-nitrobenzyloxycarbonyloxyethyl]-1-(1-p-nitrobenzyloxycarbonyl-1-chloromethyl)-azetidin-2-one, obtained from the previous example, was treated with Ph3P (2.2 g, 8.5 mmole) and silica gel (20 g). As a reaction SMILES: [Si:1]([O:18][CH2:19][C:20]([S:22][C@H:23]1[N:26]([CH:27]([C:29]([O:31][CH2:32][C:33]2[CH:38]=[CH:37][C:36]([N+:39]([O-:41])=[O:40])=[CH:35][CH:34]=2)=[O:30])Cl)[C:25](=[O:42])[C@@H:24]1[C@H:43]([O:45][C:46]([O:48][CH2:49][C:50]1[CH:55]=[CH:54][C:53]([N+:56]([O-:58])=[O:57])=[CH:52][CH:51]=1)=[O:47])[CH3:44])=[O:21])([C:14]([CH3:17])([CH3:16])[CH3:15])([C:8]1[CH:13]=[CH:12][CH:11]=[CH:10][CH:9]=1)[C:2]1[CH:7]=[CH:6][CH:5]=[CH:4][CH:3]=1.[CH:59]1[CH:64]=[CH:63][C:62]([P:65]([C:72]2[CH:77]=[CH:76][CH:75]=[CH:74][CH:73]=2)[C:66]2[CH:71]=[CH:70][CH:69]=[CH:68][CH:67]=2)=[CH:61][CH:60]=1>C1COCC1>[Si:1]([O:18][CH2:19][C:20]([S:22][C@H:23]1[N:26]([C:27]([C:29]([O:31][CH2:32][C:33]2[CH:38]=[CH:37][C:36]([N+:39]([O-:41])=[O:40])=[CH:35][CH:34]=2)=[O:30])=[P:65]([C:66]2[CH:67]=[CH:68][CH:69]=[CH:70][CH:71]=2)([C:72]2[CH:77]=[CH:76][CH:75]=[CH:74][CH:73]=2)[C:62]2[CH:61]=[CH:60][CH:59]=[CH:64][CH:63]=2)[C:25](=[O:42])[C@@H:24]1[C@H:43]([O:45][C:46]([O:48][CH2:49][C:50]1[CH:55]=[CH:54][C:53]([N+:56]([O-:58])=[O:57])=[CH:52][CH:51]=1)=[O:47])[CH3:44])=[O:21])([C:14]([CH3:17])([CH3:16])[CH3:15])([C:8]1[CH:13]=[CH:12][CH:11]=[CH:10][CH:9]=1)[C:2]1[CH:7]=[CH:6][CH:5]=[CH:4][CH:3]=1. Yields the product [Si](C1=CC=CC=C1)(C1=CC=CC=C1)(C(C)(C)C)OCC(=O)S[C@@H]1[C@H](C(N1C(=P(C1=CC=CC=C1)(C1=CC=CC=C1)C1=CC=CC=C1)C(=O)OCC1=CC=C(C=C1)[N+](=O)[O-])=O)[C@@H](C)OC(=O)OCC1=CC=C(C=C1)[N+](=O)[O-] (4-(R)-t-butyldiphenylsilyloxyacetylthio-3(S)-[1(R)-p-nitrobenzyloxycarbonyloxyethyl]-1-(1-p-nitrobenzyloxycarbonyl-1-triphenylphosphoranylidenemethyl)-azetidin-2-one). Run in C1CCOC1 (THF). Starting materials: [Si](C1=CC=CC=C1)(C1=CC=CC=C1)(C(C)(C)C)OCC(=O)S[C@@H]1[C@H](C(N1C(Cl)C(=O)OCC1=CC=C(C=C1)[N+](=O)[O-])=O)[C@@H](C)OC(=O)OCC1=CC=C(C=C1)[N+](=O)[O-] (4(R)-t-butyldiphenylsilyoxyacetylthio-3(S)-[1(R)-p-nitrobenzyloxycarbonyloxyethyl]-1-(1-p-nitrobenzyloxycarbonyl-1-chloromethyl)-azetidin-2-one), C1=CC=C(C=C1)P(C2=CC=CC=C2)C3=CC=CC=C3 (Ph3P). Starting materials: ClC1=CC=C(C=C1)C1=NC=2N(C(=C1)C(F)(F)F)N=CC2C#C (5-(4-chloro-phenyl)-3-ethynyl-7-trifluoromethyl pyrazolo[1,5-a]pyrimidine), BrC=1C=C(C=CC1)S(=O)(=O)N (3-bromo-benzenesulfonamide). Product: ClC1=CC=C(C=C1)C1=NC=2N(C(=C1)C(F)(F)F)N=CC2C#CC=2C=C(C=CC2)S(=O)(=O)N (3-[5-(4-Chloro-phenyl)-7-trifluoromethyl-pyrazolo[1,5-a]pyrimidin-3-ylethynyl]-benzenesulfonamide), solid. The yield is 56.0%. RXN SMILES: [Cl:1][C:2]1[CH:7]=[CH:6][C:5]([C:8]2[CH:13]=[C:12]([C:14]([F:17])([F:16])[F:15])[N:11]3[N:18]=[CH:19][C:20]([C:21]#[CH:22])=[C:10]3[N:9]=2)=[CH:4][CH:3]=1.Br[C:24]1[CH:25]=[C:26]([S:30]([NH2:33])(=[O:32])=[O:31])[CH:27]=[CH:28][CH:29]=1>>[Cl:1][C:2]1[CH:7]=[CH:6][C:5]([C:8]2[CH:13]=[C:12]([C:14]([F:15])([F:17])[F:16])[N:11]3[N:18]=[CH:19][C:20]([C:21]#[C:22][C:24]4[CH:25]=[C:26]([S:30]([NH2:33])(=[O:32])=[O:31])[CH:27]=[CH:28][CH:29]=4)=[C:10]3[N:9]=2)=[CH:4][CH:3]=1. Procedure details: The title compound was prepared from 5-(4-chloro-phenyl)-3-ethynyl-7-trifluoromethyl pyrazolo[1,5-a]pyrimidine (example C.4) (161 mg, 0.5 mmol) and 3-bromo-benzenesulfonamide (118 mg, 0.5 mmol) according to general procedure II. Obtained as a yellow solid (133 mg, 56%). MS (ISP) 477.1 [(M+H)+]; mp 218-220° C. Reactants: N[C@]12[C@@H]([C@H]3CC[C@@H]4[C@]5(CC=C(C([C@@H]5CC[C@]4([C@@]3(CC1)C)C)(C)C)C1=CC=C(CC1)C(=O)OC)C)[C@@H](CC2)C(=C)C (Methyl 4-((1R,3aS,5aR,5bR,7aR,11aS,11bR,13aR,13bR)-3a-amino-5a,5b,8,8,11a-pentamethyl-1-(prop-1-en-2-yl)-2,3,3a,4,5,5a,5b,6,7,7a,8,11,11a,11b,12,13,13a,13b-octadecahydro-1H-cyclopenta[a]chrysen-9-yl)cyclohexa-1,3-dienecarboxylate), C(=C)S(=O)(=O)C1=CC=CC=C1 ((vinylsulfonyl)benzene). Solvent: C1(=CC=CC=C1)C (toluene). Conditions: temperature 90 celsius. The product is C[C@]12CC[C@@]3([C@@H]([C@H]2CC[C@@H]2[C@]4(CC=C(C([C@@H]4CC[C@@]12C)(C)C)C1=CC=C(CC1)C(=O)OC)C)[C@@H](CC3)C(=C)C)NCCS(=O)(=O)C3=CC=CC=C3 (methyl 4-((1R,3aS,5aR,5bR,7aR,11aS,11bR,13aR,13bR)-5a,5b,8,8,11a-pentamethyl-3a-((2-(phenylsulfonyl)ethyl)amino)-1-(prop-1-en-2-yl)-2,3,3a,4,5,5a,5b,6,7,7a,8,11,11a,11b,12,13,13a,13b-octadecahydro-1H-cyclopenta[a]chrysen-9-yl)cyclohexa-1,3-dienecarboxylate). Isolated yield 38.3%. Reaction SMILES: [NH2:1][C@:2]12[CH2:37][CH2:36][C@@H:35]([C:38]([CH3:40])=[CH2:39])[C@@H:3]1[C@@H:4]1[C@@:17]([CH3:20])([CH2:18][CH2:19]2)[C@@:16]2([CH3:21])[C@@H:7]([C@:8]3([CH3:34])[C@@H:13]([CH2:14][CH2:15]2)[C:12]([CH3:23])([CH3:22])[C:11]([C:24]2[CH2:29][CH2:28][C:27]([C:30]([O:32][CH3:33])=[O:31])=[CH:26][CH:25]=2)=[CH:10][CH2:9]3)[CH2:6][CH2:5]1.[CH:41]([S:43]([C:46]1[CH:51]=[CH:50][CH:49]=[CH:48][CH:47]=1)(=[O:45])=[O:44])=[CH2:42]>C1(C)C=CC=CC=1>[CH3:20][C@:17]12[C@@:16]3([CH3:21])[C@@H:7]([C@:8]4([CH3:34])[C@@H:13]([CH2:14][CH2:15]3)[C:12]([CH3:22])([CH3:23])[C:11]([C:24]3[CH2:29][CH2:28][C:27]([C:30]([O:32][CH3:33])=[O:31])=[CH:26][CH:25]=3)=[CH:10][CH2:9]4)[CH2:6][CH2:5][C@@H:4]1[C@H:3]1[C@H:35]([C:38]([CH3:40])=[CH2:39])[CH2:36][CH2:37][C@:2]1([NH:1][CH2:42][CH2:41][S:43]([C:46]1[CH:51]=[CH:50][CH:49]=[CH:48][CH:47]=1)(=[O:44])=[O:45])[CH2:19][CH2:18]2. Procedure: Methyl 4-((1R,3aS,5aR,5bR,7aR,11aS,11bR,13aR,13bR)-3a-amino-5a,5b,8,8,11a-pentamethyl-1-(prop-1-en-2-yl)-2,3,3a,4,5,5a,5b,6,7,7a,8,11,11a,11b,12,13,13a,13b-octadecahydro-1H-cyclopenta[a]chrysen-9-yl)cyclohexa-1,3-dienecarboxylate (200 mg, 0.366 mmol) and (vinylsulfonyl)benzene (80 mg, 0.476 mmol) were dissolved in toluene (1 mL). The solution was warmed to 90° C. for 9 hours. The crude reaction mixture was applied onto a 12 gm silica gel column, purified with 0-10% ethyl acetate/hexanes as eluen... Starting materials: O1C(=CC2=C1C=CC=C2)C=O (benzofuran-2-carboxaldehyde), C(=O)C=P(C1=CC=CC=C1)(C1=CC=CC=C1)C1=CC=CC=C1 (formylmethylenetriphenylphosphorane), C(=O)C=P(C1=CC=CC=C1)(C1=CC=CC=C1)C1=CC=CC=C1 (formylmethylenetriphenylphosphorane). Solvent: C(Cl)Cl (CH2Cl2). Reaction conditions: time 8 hour. Yields the product O1C(=CC2=C1C=CC=C2)/C=C/C=O ((E)-3-(Benzofuran-2-yl)-prop-2-enal). Yield: 50.0%. RXN SMILES: [O:1]1[C:5]2[CH:6]=[CH:7][CH:8]=[CH:9][C:4]=2[CH:3]=[C:2]1[CH:10]=O.[CH:12]([CH:14]=P(C1C=CC=CC=1)(C1C=CC=CC=1)C1C=CC=CC=1)=[O:13]>C(Cl)Cl>[O:1]1[C:5]2[CH:6]=[CH:7][CH:8]=[CH:9][C:4]=2[CH:3]=[C:2]1/[CH:10]=[CH:14]/[CH:12]=[O:13]. Procedure details: A solution of benzofuran-2-carboxaldehyde (2.2 g, 15.1 mmol) and formylmethylenetriphenylphosphorane (4.6 g, 15.1 mmoles) in CH2Cl2 (150 mL) was refluxed for 6 hours. Another aliquot of formylmethylenetriphenylphosphorane (1.5 g, 4.93 mmol) was then added and the reflux continued overnight. The reaction mixture was cooled to RT, the solvent concentrated at reduced pressure and the residue was chromatographed on silicagel (n-heptane/EtOAc 4/1). The collected fractions were pooled and concentrated...